Dataset: the Open Reaction Database (ORD), a public repository of structured organic reaction records. Task: describe an organic reaction: reactants, conditions, products, and yield Yields the product CCCN1CC(C)=C(Cl)C2=C1N1CN(OC(F)F)C=C1C=N2. Reaction SMILES: [CH3:29][N:30]([CH3:31])[CH:32]=[O:33].[Cl:1][C:2]1=[C:3]([CH3:19])[CH2:4][N:5]([CH2:16][CH2:17][CH3:18])[C:6]2=[C:7]1[N:8]=[CH:9][C:10]1=[CH:14][N:13]([OH:15])[CH2:12][N:11]21.[Cl:22][C:23]([C:24]([OH:25])=[O:26])([F:27])[F:28].[Na+:21].[OH-:20]>>[Cl:1][C:2]1=[C:3]([CH3:19])[CH2:4][N:5]([CH2:16][CH2:17][CH3:18])[C:6]2=[C:7]1[N:8]=[CH:9][C:10]1=[CH:14][N:13]([O:15][CH:23]([F:27])[F:28])[CH2:12][N:11]21. Starting materials: CN(C)C=O, CCCN1CC(C)=C(Cl)C2=C1N1CN(O)C=C1C=N2, O=C(O)C(F)(F)Cl, [Na+], [OH-]. RXN SMILES: Cl[CH2:2][C:3]1[S:4][CH:5]=[CH:6][C:7]=1[S:8]([N:11]([CH3:26])[C:12]1[CH:13]=[CH:14][CH:15]=[C:16]2[C:20]=1[NH:19][C:18]([C:21]1[S:22][CH:23]=[CH:24][N:25]=1)=[CH:17]2)(=[O:10])=[O:9].C(=O)([O-])[O-].[K+].[K+].[SH:33][CH2:34][C:35]([O:37][CH3:38])=[O:36].O>CN(C)C=O>[CH3:26][N:11]([C:12]1[CH:13]=[CH:14][CH:15]=[C:16]2[C:20]=1[NH:19][C:18]([C:21]1[S:22][CH:23]=[CH:24][N:25]=1)=[CH:17]2)[S:8]([C:7]1[CH:6]=[CH:5][S:4][C:3]=1[CH2:2][S:33][CH2:34][C:35]([O:37][CH3:38])=[O:36])(=[O:10])=[O:9] |f:1.2.3|. Procedure details: To a solution of 2-(chloromethyl)-N-methyl-N-[2-(1,3-thiazol-2-yl)-1H-indol-7-yl]thiophene-3-sulfonamide (450 mg) in N,N-dimethylformamide (5 mL) were added potassium carbonate (150 mg) and methyl mercaptoacetate (130 μL), and the mixture was stirred at 50° C. for 10 hr. Water was added to the reaction mixture, and the mixture was extracted with ethyl acetate. The ethyl acetate layer was washed with saturated brine, dried (MgSO4) and concentrated. The obtained residue was subjected to silica gel... Solvent: CN(C=O)C (N,N-dimethylformamide). Starting materials: ClCC=1SC=CC1S(=O)(=O)N(C=1C=CC=C2C=C(NC12)C=1SC=CN1)C (2-(chloromethyl)-N-methyl-N-[2-(1,3-thiazol-2-yl)-1H-indol-7-yl]thiophene-3-sulfonamide), C([O-])([O-])=O.[K+].[K+] (potassium carbonate), SCC(=O)OC (methyl mercaptoacetate), O (Water). Isolated yield 67.0%. Reaction conditions: temperature 50 celsius, time 10 hour. Yields the product CN(S(=O)(=O)C1=C(SC=C1)CSCC(=O)OC)C=1C=CC=C2C=C(NC12)C=1SC=CN1 (Methyl ({[3-({methyl[2-(1,3-thiazol-2-yl)-1H-indol-7-yl]amino}sulfonyl)-2-thienyl]methyl}thio)acetate). The reactants are C12(CC3CC(CC(C1)C3)C2)CO (adamantan-1-ylmethanol), C1(CCCCC1)CCCO (3-cyclohexylpropan-1-ol), ClC=1C(=CC(=C(C(=O)NS(=O)(=O)C)C1)F)F (5-chloro-2,4-difluoro-N-(methylsulfonyl)benzamide), ClC=1C(=CC(=C(C(=O)NS(N(C)C)(=O)=O)C1)F)F (5-chloro-N—(N,N-dimethylsulfamoyl)-2,4-difluorobenzamide). The product is ClC=1C(=CC(=C(C(=O)NS(N(C)C)(=O)=O)C1)F)OCCCC1CCCCC1 (5-chloro-4-(3-cyclohexylpropoxy)-N—(N,N-dimethylsulfamoyl)-2-fluorobenzamide), solid. Isolated yield 7.0%. RXN SMILES: ClC1C(F)=CC(F)=C(C=1)C(NS(C)(=O)=O)=O.[Cl:17][C:18]1[C:19](F)=[CH:20][C:21]([F:33])=[C:22]([CH:32]=1)[C:23]([NH:25][S:26](=[O:31])(=[O:30])[N:27]([CH3:29])[CH3:28])=[O:24].[C:35]12([CH2:45][OH:46])C[CH:39]3[CH2:40][CH:41]([CH2:43][CH:37]([CH2:38]3)[CH2:36]1)C2.C1(CCCO)CCCCC1>>[Cl:17][C:18]1[C:19]([O:46][CH2:45][CH2:35][CH2:36][CH:37]2[CH2:43][CH2:41][CH2:40][CH2:39][CH2:38]2)=[CH:20][C:21]([F:33])=[C:22]([CH:32]=1)[C:23]([NH:25][S:26](=[O:31])(=[O:30])[N:27]([CH3:29])[CH3:28])=[O:24]. Reported procedure: Following the procedure as described in Example 8 and making variations as required to replace 5-chloro-2,4-difluoro-N-(methylsulfonyl)benzamide with 5-chloro-N—(N,N-dimethylsulfamoyl)-2,4-difluorobenzamide and adamantan-1-ylmethanol with 3-cyclohexylpropan-1-ol, the title compound was obtained as a colorless solid (0.03 g, 7%): 1H NMR (300 MHz, DMSO-d6) δ 11.75 (s, 1H), 7.72 (d, J=7.3 Hz, 1H), 7.23 (d, J=12.3 Hz, 1H), 4.12 (t, J=6.2 Hz, 2H), 2.87 (s, 6H), 1.80-1.58 (m, 7H), 1.35-1.11 (m, 6H), 0... Reactants: COC1=CC=C(C=C1)N1C(=NC2=CC=CC=C2C1=O)C(C)NC (3-(4-methoxyphenyl)-2-(1-methylaminoethyl)-3H-quinazolin-4-one), C(C(CO)(CO)N)O (tris-amine), TEA, C(C)(C)(C)C1=CC=C(C=C1)S(=O)(=O)Cl (4-tert-butyl-benzenesulfonyl chloride). Solvent: C(Cl)Cl (DCM). Reaction conditions: time 2 hour. Product: C(C)(C)(C)C1=CC(=C(C=C1)S(=O)(=O)NC(C)C1=NC2=CC=CC=C2C(N1C1=CC=C(C=C1)OC)=O)C (4-tert-butyl-N-{1-[3-(4-methoxyphenyl)-4-oxo-3,4-dihydroquinazolin-2-yl]ethyl}-methylbenzenesulfonamide). Isolated yield 91.5%. Reaction SMILES: [CH3:1][O:2][C:3]1[CH:8]=[CH:7][C:6]([N:9]2[C:18](=[O:19])[C:17]3[C:12](=[CH:13][CH:14]=[CH:15][CH:16]=3)[N:11]=[C:10]2[CH:20]([NH:22]C)[CH3:21])=[CH:5][CH:4]=1.[C:24]([C:28]1[CH:33]=[CH:32][C:31]([S:34](Cl)(=[O:36])=[O:35])=[CH:30][CH:29]=1)([CH3:27])([CH3:26])[CH3:25].[CH2:38](O)C(N)(CO)CO>C(Cl)Cl>[C:24]([C:28]1[CH:33]=[CH:32][C:31]([S:34]([NH:22][CH:20]([C:10]2[N:9]([C:6]3[CH:7]=[CH:8][C:3]([O:2][CH3:1])=[CH:4][CH:5]=3)[C:18](=[O:19])[C:17]3[C:12](=[CH:13][CH:14]=[CH:15][CH:16]=3)[N:11]=2)[CH3:21])(=[O:36])=[O:35])=[C:30]([CH3:38])[CH:29]=1)([CH3:27])([CH3:26])[CH3:25]. Reported procedure: To a suspension of the 3-(4-methoxyphenyl)-2-(1-methylaminoethyl)-3H-quinazolin-4-one (50 mg, 0.16 mmol) stirring in 2 mL DCM was added TEA (19 mg, 0.19 mmol) followed by the addition of neat 4-tert-butyl-benzenesulfonyl chloride (37 mg, 0.16 mmol). The reaction was allowed to stir at room temperature for 2 h then treated with PS-tris-amine resin (100 mg). The reaction was allowed to stand for 15 min at room temperature after which the resin was removed by filtration. The filtrate was concentrat... The reactants are C(C1=CC=CC=C1)OC1=C(C(=NC2=CC=CC=C12)CO[C@@H]1CC[C@H](CC1)NC(OCC)=O)C (ethyl (trans-4-{[4-(benzyloxy)-3-methylquinolin-2-yl]methoxy}cyclohexyl)carbamate). Reagents/catalysts: [Pd].[O-]S(=O)(=O)[O-].[Ba+2] (Pd BaSO4). Solvent: C(C)O.C1CCOC1 (ethanol THF). Reaction conditions: time 1 hour. The product is CC1=C(NC2=CC=CC=C2C1=O)CO[C@@H]1CC[C@H](CC1)NC(OCC)=O (ethyl {trans-4-[(3-methyl-4-oxo-1,4-dihydroquinolin-2-yl]methoxy]cyclohexyl}carbamate). The yield is 72.0%. Reaction SMILES: C([O:8][C:9]1[C:18]2[C:13](=[CH:14][CH:15]=[CH:16][CH:17]=2)[N:12]=[C:11]([CH2:19][O:20][C@H:21]2[CH2:26][CH2:25][C@H:24]([NH:27][C:28](=[O:32])[O:29][CH2:30][CH3:31])[CH2:23][CH2:22]2)[C:10]=1[CH3:33])C1C=CC=CC=1>C(O)C.C1COCC1.[Pd].[O-]S([O-])(=O)=O.[Ba+2]>[CH3:33][C:10]1[C:9](=[O:8])[C:18]2[C:13](=[CH:14][CH:15]=[CH:16][CH:17]=2)[NH:12][C:11]=1[CH2:19][O:20][C@H:21]1[CH2:22][CH2:23][C@H:24]([NH:27][C:28](=[O:32])[O:29][CH2:30][CH3:31])[CH2:25][CH2:26]1 |f:1.2,3.4.5|. Reported procedure: To a solution of ethyl (trans-4-{[4-(benzyloxy)-3-methylquinolin-2-yl]methoxy}cyclohexyl)carbamate (153 mg) in ethanol-THF (1:1, 6 mL) was added 5% Pd—BaSO4 (70 mg) under nitrogen atmosphere, followed by stirring at room temperature under hydrogen atmosphere for 1 hour. The catalyst was removed by filtration, and then the solvent was evaporated under reduced pressure. The resulting residue was purified by silica gel column chromatography (eluent: chloroform/methanol=95/5). The resulting solid wa... Reported procedure: (E)-3-[4-(2-Ethyl-5,7-dimethyl-pyrazolo[1,5-a]pyrimidin-3-ylmethyl)-phenyl]-prop-2-en-1-ol (6) (650 mg, 2.02 mmol), was dissolved in 20 ml acetonitrile. MnO2 (1.76 g, 20.2 mmol) was added and the black suspension was stirred at rt for 2.5 h. The reaction mixture was filtrated over celite and washed with acetonitrile. The filtrate was evaporated and purified by flash chromatography (silica gel, EtOAc/cHex (0-40%) to give a beige powder. Solvent: C(C)#N (acetonitrile). The reagents and catalysts are O=[Mn]=O (MnO2). Product: C(C)C1=NN2C(N=C(C=C2C)C)=C1CC1=CC=C(C=C1)/C=C/C=O ((E)-3-[4-(2-ethyl-5,7-dimethyl-pyrazolo[1,5-a]pyrimidin-3-ylmethyl)-phenyl]-propenal). Reaction conditions: time 2.5 hour. RXN SMILES: [CH2:1]([C:3]1[C:13]([CH2:14][C:15]2[CH:20]=[CH:19][C:18](/[CH:21]=[CH:22]/[CH2:23][OH:24])=[CH:17][CH:16]=2)=[C:6]2[N:7]=[C:8]([CH3:12])[CH:9]=[C:10]([CH3:11])[N:5]2[N:4]=1)[CH3:2]>C(#N)C.O=[Mn]=O>[CH2:1]([C:3]1[C:13]([CH2:14][C:15]2[CH:16]=[CH:17][C:18](/[CH:21]=[CH:22]/[CH:23]=[O:24])=[CH:19][CH:20]=2)=[C:6]2[N:7]=[C:8]([CH3:12])[CH:9]=[C:10]([CH3:11])[N:5]2[N:4]=1)[CH3:2]. Reactants: C(C)C1=NN2C(N=C(C=C2C)C)=C1CC1=CC=C(C=C1)/C=C/CO ((E)-3-[4-(2-ethyl-5,7-dimethyl-pyrazolo[1,5-a]pyrimidin-3-ylmethyl)-phenyl]-prop-2-en-1-ol). As a reaction SMILES: [CH3:11][CH2:12][OH:13].[CH3:27][C:28]#[N:29].[CH:18]([N:21]([CH:19]([CH3:20])[CH3:22])[CH2:23][CH3:24])([CH3:25])[CH3:26].[Cl:1][c:2]1[c:3]2[c:4]([n:5][cH:6][n:7]1)[s:8][cH:9][cH:10]2.[O-:14][C:15](=[O:16])[O-:17]>>[c:2]1([NH2:21])[c:3]2[c:4]([n:5][cH:6][n:7]1)[s:8][cH:9][cH:10]2. Product: Nc1ncnc2sccc12. The reactants are CCO, CC#N, CCN(C(C)C)C(C)C, Clc1ncnc2sccc12, O=C([O-])[O-].